From a dataset of the Open Reaction Database (ORD), a public repository of structured organic reaction records. describe an organic reaction: reactants, conditions, products, and yield The reactants are FC1=CC=C(OC=2C=C(C(=O)O)C=C(C2)OCC(C)C)C=C1 (3-(4-fluoro-phenoxy)-5-isobutoxy-benzoic acid), C(C)OC(CSC1=CN=C(S1)N)=O ((2-amino-thiazol-5-ylsulfanyl)-acetic acid ethyl ester). The product is C(C)OC(CSC1=CN=C(S1)NC(C1=CC(=CC(=C1)OCC(C)C)OC1=CC=C(C=C1)F)=O)=O ({2-[3-(4-Fluoro-phenoxy)-5-isobutoxy-benzoylamino]-thiazol-5-ylsulfanyl}-acetic acid ethyl ester). Reaction SMILES: [F:1][C:2]1[CH:22]=[CH:21][C:5]([O:6][C:7]2[CH:8]=[C:9]([CH:13]=[C:14]([O:16][CH2:17][CH:18]([CH3:20])[CH3:19])[CH:15]=2)[C:10]([OH:12])=O)=[CH:4][CH:3]=1.[CH2:23]([O:25][C:26](=[O:35])[CH2:27][S:28][C:29]1[S:33][C:32]([NH2:34])=[N:31][CH:30]=1)[CH3:24]>>[CH2:23]([O:25][C:26](=[O:35])[CH2:27][S:28][C:29]1[S:33][C:32]([NH:34][C:10](=[O:12])[C:9]2[CH:13]=[C:14]([O:16][CH2:17][CH:18]([CH3:20])[CH3:19])[CH:15]=[C:7]([O:6][C:5]3[CH:4]=[CH:3][C:2]([F:1])=[CH:22][CH:21]=3)[CH:8]=2)=[N:31][CH:30]=1)[CH3:24]. Procedure: The title compound was prepared from 3-(4-fluoro-phenoxy)-5-isobutoxy-benzoic acid and (2-amino-thiazol-5-ylsulfanyl)-acetic acid ethyl ester following general procedure A Starting materials: N#CC=Cc1cccc2cc[nH]c12, CCO. Product: N#CCCc1cccc2cc[nH]c12. RXN SMILES: [C:1](#[N:2])[CH:3]=[CH:4][c:5]1[cH:6][cH:7][cH:8][c:9]2[cH:10][cH:11][nH:12][c:13]12.[CH3:14][CH2:15][OH:16]>>[C:1](#[N:2])[CH2:3][CH2:4][c:5]1[cH:6][cH:7][cH:8][c:9]2[cH:10][cH:11][nH:12][c:13]12. The reactants are NC1=C(C=C(C(=O)O)C=C1)[N+](=O)[O-] (4-amino-3-nitrobenzoic acid), CO (MeOH), CCO (EtOH). Yields the product NC1=C(C=C(C(=O)OCC)C=C1)[N+](=O)[O-] (Ethyl 4-amino-3-nitrobenzoate). Reaction SMILES: [NH2:1][C:2]1[CH:10]=[CH:9][C:5]([C:6]([OH:8])=[O:7])=[CH:4][C:3]=1[N+:11]([O-:13])=[O:12].CO.[CH3:16][CH2:17]O>>[NH2:1][C:2]1[CH:10]=[CH:9][C:5]([C:6]([O:8][CH2:16][CH3:17])=[O:7])=[CH:4][C:3]=1[N+:11]([O-:13])=[O:12]. Procedure: Ethyl 4-amino-3-nitrobenzoate (D212) was prepared in an analogous manner to Description from commercially available 4-amino-3-nitrobenzoic acid using EtOH as solvent instead of MeOH.